From a dataset of the Open Reaction Database (ORD), a public repository of structured organic reaction records. describe an organic reaction: reactants, conditions, products, and yield The reactants are O=C([O-])C(=O)[O-], CCCCCC#CCSC(Cn1ccnc1)c1ccc(Cl)cc1Cl. Yields the product Clc1ccc(C(Cn2ccnc2)SCC2CCCCCC2)c(Cl)c1. Reaction SMILES: [C:25]([O-:26])(=[O:27])[C:28]([O-:29])=[O:30].[Cl:1][c:2]1[c:3]([CH:4]([CH2:5][n:6]2[cH:7][n:8][cH:9][cH:10]2)[S:11][CH2:12][C:13]#[C:14][CH2:15][CH2:16][CH2:17][CH2:18][CH3:19])[cH:20][cH:21][c:22]([Cl:24])[cH:23]1>>[Cl:1][c:2]1[c:3]([CH:4]([CH2:5][n:6]2[cH:7][n:8][cH:9][cH:10]2)[S:11][CH2:12][CH:13]2[CH2:14][CH2:15][CH2:16][CH2:17][CH2:18][CH2:19]2)[cH:20][cH:21][c:22]([Cl:24])[cH:23]1. Starting materials: C(C)(=O)[O-].[NH4+] (ammonium acetate), CCCCCC (n-hexane), C(C)OC(CC(CC1=C(C=C(C(=C1)F)F)F)=O)=O (3-oxo-4-(2,4,5-trifluoro-phenyl)-butyric acid ethyl ester), CCCCCC (n-hexane). The solvent is CO (methanol), C(C)(=O)OCC (ethyl acetate). The product is C(C)OC(C=C(CC1=C(C=C(C(=C1)F)F)F)N)=O (3-amino-4-(2,4,5-trifluoro-phenyl)-but-2-enoic acid ethyl ester). The yield is 79.6%. RXN SMILES: [CH2:1]([O:3][C:4](=[O:18])[CH2:5][C:6](=O)[CH2:7][C:8]1[CH:13]=[C:12]([F:14])[C:11]([F:15])=[CH:10][C:9]=1[F:16])[CH3:2].C([O-])(=O)C.[NH4+:23].CCCCCC>CO.C(OCC)(=O)C>[CH2:1]([O:3][C:4](=[O:18])[CH:5]=[C:6]([NH2:23])[CH2:7][C:8]1[CH:13]=[C:12]([F:14])[C:11]([F:15])=[CH:10][C:9]=1[F:16])[CH3:2] |f:1.2|. Reported procedure: 3-Oxo-4-(2,4,5-trifluoro-phenyl)-butyric acid ethyl ester 1c (24.6 g, 94.5 mmol) was dissolved in 240 mL of methanol, and ammonium acetate (36.4 g, 473 mmol) was added to the solution. The reaction mixture was heated to reflux for 3 hours and monitored by thin layer chromatography until the disappearance of the starting materials. The reaction mixture was concentrated under reduced pressure, and then 100 mL of water was added to the residue. The mixture was extracted with ethyl acetate (200 mL×3...